This data is from the Open Reaction Database (ORD), a public repository of structured organic reaction records. The task is: describe an organic reaction: reactants, conditions, products, and yield The reactants are CCCCC(CC(=O)Nc1cc(C(=O)O)ccc1C(C)(C)C)c1ccc(OC)cc1OC, CC(C)(C)C(N)=O. Product: CCCCC(CC(=O)Nc1cc(C(=O)NC(=O)C(C)(C)C)ccc1C(C)(C)C)c1ccc(OC)cc1OC. RXN SMILES: [C:1]([CH3:2])([CH3:3])([CH3:4])[c:5]1[c:6]([NH:14][C:15]([CH2:16][CH:17]([CH2:18][CH2:19][CH2:20][CH3:21])[c:22]2[c:23]([O:30][CH3:31])[cH:24][c:25]([O:28][CH3:29])[cH:26][cH:27]2)=[O:32])[cH:7][c:8]([C:11](=[O:12])[OH:13])[cH:9][cH:10]1.[CH3:33][C:34]([C:35](=[O:36])[NH2:37])([CH3:38])[CH3:39]>>[C:1]([CH3:2])([CH3:3])([CH3:4])[c:5]1[c:6]([NH:14][C:15]([CH2:16][CH:17]([CH2:18][CH2:19][CH2:20][CH3:21])[c:22]2[c:23]([O:30][CH3:31])[cH:24][c:25]([O:28][CH3:29])[cH:26][cH:27]2)=[O:32])[cH:7][c:8]([C:11](=[O:12])[NH:37][C:35]([C:34]([CH3:33])([CH3:38])[CH3:39])=[O:36])[cH:9][cH:10]1. Reported procedure: A mixture of 2-amino-9-chloro-5,7-dihydro-6H-pyrimido[5,4-d][1]benzazepin-6-one (0.36 g, 1.38 mmol), 3-(5-bromo-2-methoxypyridin-3-yl)-N,N-dimethylpropan-1-amine (0.38 g, 1.38 mmol), xphos (0.047 g, 0.099 mmol), and tris(dibenzyllideneacetone)dipalladium(0) (0.023 g, 0.026 mmol) in a sealed microwave tube was evacuated and purged with nitrogen three times. To the solids were added tert-butyl alcohol (3.6 mL) and t-BuOK (1M in t-BuOH, 2.63 mL) via syringe. The mixture was stirred well and then su... Reaction conditions: temperature 150 celsius. Yield: 20.0%. Product: ClC1=CC2=C(C3=C(CC(N2)=O)C=NC(=N3)NC=3C=NC(=C(C3)CCCN(C)C)OC)C=C1 (9-chloro-2-({5-[3-(dimethylamino)propyl]-6-methoxypyridin-3-yl}amino)-5,7-dihydro-6H-pyrimido[5,4-d][1]benzazepin-6-one). RXN SMILES: [NH2:1][C:2]1[N:3]=[CH:4][C:5]2[CH2:6][C:7](=[O:18])[NH:8][C:9]3[CH:16]=[C:15]([Cl:17])[CH:14]=[CH:13][C:10]=3[C:11]=2[N:12]=1.Br[C:20]1[CH:21]=[C:22]([CH2:28][CH2:29][CH2:30][N:31]([CH3:33])[CH3:32])[C:23]([O:26][CH3:27])=[N:24][CH:25]=1.CC(C1C=C(C(C)C)C(C2C=CC=CC=2P(C2CCCCC2)C2CCCCC2)=C(C(C)C)C=1)C>>[Cl:17][C:15]1[CH:14]=[CH:13][C:10]2[C:11]3[N:12]=[C:2]([NH:1][C:20]4[CH:25]=[N:24][C:23]([O:26][CH3:27])=[C:22]([CH2:28][CH2:29][CH2:30][N:31]([CH3:32])[CH3:33])[CH:21]=4)[N:3]=[CH:4][C:5]=3[CH2:6][C:7](=[O:18])[NH:8][C:9]=2[CH:16]=1. Starting materials: NC=1N=CC=2CC(NC3=C(C2N1)C=CC(=C3)Cl)=O (2-amino-9-chloro-5,7-dihydro-6H-pyrimido[5,4-d][1]benzazepin-6-one), BrC=1C=C(C(=NC1)OC)CCCN(C)C (3-(5-bromo-2-methoxypyridin-3-yl)-N,N-dimethylpropan-1-amine), CC(C)C1=CC(=C(C(=C1)C(C)C)C2=C(C=CC=C2)P(C3CCCCC3)C4CCCCC4)C(C)C (xphos), tris(dibenzyllideneacetone)dipalladium(0). The reactants are [Mg] (magnesium), II (I2), ClCCCOC (1-chloro-3-methoxy-propane), [Mg] (magnesium), CN(C1(CCC2(OCCO2)CC1)C#N)C (8-dimethylamino-1,4-dioxa-spiro[4.5]decane-8-carbonitrile), [NH4+].[Cl-] (NH4Cl). The solvent is CCOCC (ether), C(C)OCC (diethyl ether), C1CCOC1 (THF), C1CCOC1 (THF), O (water). The product is COCCCC1(CCC2(OCCO2)CC1)N(C)C ([8-(3-Methoxy-propyl)-1,4-dioxa-spiro[4.5]dec-8-yl]-dimethyl-amine). As a reaction SMILES: Cl[CH2:2][CH2:3][CH2:4][O:5][CH3:6].[Mg].II.[CH3:10][N:11]([CH3:24])[C:12]1(C#N)[CH2:21][CH2:20][C:15]2([O:19][CH2:18][CH2:17][O:16]2)[CH2:14][CH2:13]1.[NH4+].[Cl-]>O.C1COCC1.C(OCC)C>[CH3:6][O:5][CH2:4][CH2:3][CH2:2][C:12]1([N:11]([CH3:24])[CH3:10])[CH2:21][CH2:20][C:15]2([O:19][CH2:18][CH2:17][O:16]2)[CH2:14][CH2:13]1 |f:4.5|. Procedure: A solution of 1-chloro-3-methoxy-propane (10.0 g, 92 mmol) in abs. ether (15 ml) was added dropwise, under an argon atmosphere and with intermittent heating, to magnesium (10.0 g, 92 mmol) and I2 in abs. diethyl ether (30 ml). Then the mixture was stirred under reflux for 60 min., following which the magnesium had not dissolved completely. While cooling with ice, a solution of 8-dimethylamino-1,4-dioxa-spiro[4.5]decane-8-carbonitrile B-1 (9.68 g, 46 mmol) in abs. THF (30 ml) was added dropwise. ...